From a dataset of the Open Reaction Database (ORD), a public repository of structured organic reaction records. describe an organic reaction: reactants, conditions, products, and yield Reactants: ClC1=C2N=CN(C2=NC=N1)[C@@H]1O[C@@H]([C@@H]2[C@H]1OC(O2)(C)C)C(=O)O ((3aS,4S,6R,6aR)-6-(6-Chloro-purin-9-yl)-2,2-dimethyl-tetrahydro-furo[3,4-d][1,3]dioxole-4-carboxylic acid), CC(C(=O)NN)(C)C (2,2-dimethyl-propionic acid hydrazide), C(C)OC1N(C2=CC=CC=C2C=C1)C(=O)OCC (2-ethoxy-1-ethoxycarbonyl-1,2-dihydroquinoline). Run in 1,2-dimethoxymethane, C(CC(O)(C(=O)O)CC(=O)O)(=O)O (citric acid). Yields the product CC(C(=O)NNC(=O)[C@H]1O[C@H]([C@@H]2OC(O[C@@H]21)(C)C)N2C1=NC=NC(=C1N=C2)Cl)(C)C ((3aS,4S,6R,6aR)-6-(6-Chloro-purin-9-yl)-2,2-dimethyl-tetrahydro-furo[3,4-d][1,3]dioxole-4-carboxylic acid N′-(2,2-dimethyl-propionyl)-hydrazide). Yield: 59.6%. Reaction SMILES: [Cl:1][C:2]1[N:10]=[CH:9][N:8]=[C:7]2[C:3]=1[N:4]=[CH:5][N:6]2[C@H:11]1[C@@H:15]2[O:16][C:17]([CH3:20])([CH3:19])[O:18][C@@H:14]2[C@@H:13]([C:21](O)=[O:22])[O:12]1.[CH3:24][C:25]([CH3:31])([CH3:30])[C:26]([NH:28][NH2:29])=[O:27].C(OC1C=CC2C(=CC=CC=2)N1C(OCC)=O)C>C(O)(=O)CC(CC(O)=O)(C(O)=O)O>[CH3:24][C:25]([CH3:31])([CH3:30])[C:26]([NH:28][NH:29][C:21]([C@@H:13]1[C@@H:14]2[C@@H:15]([O:16][C:17]([CH3:19])([CH3:20])[O:18]2)[C@H:11]([N:6]2[CH:5]=[N:4][C:3]3[C:7]2=[N:8][CH:9]=[N:10][C:2]=3[Cl:1])[O:12]1)=[O:22])=[O:27]. Procedure: (3aS,4S,6R,6aR)-6-(6-Chloro-purin-9-yl)-2,2-dimethyl-tetrahydro-furo[3,4-d][1,3]dioxole-4-carboxylic acid (2.5 g) suspended in 1,2-dimethoxymethane (100 ml) was treated with 2,2-dimethyl-propionic acid hydrazide (1.1 g) and 2-ethoxy-1-ethoxycarbonyl-1,2-dihydroquinoline (EEDQ), and the mixture heated under reflux for 16 h. The mixture was poured into aqueous citric acid (250 ml) and extracted with ethyl acetate; the organic layers were washed with citric acid and brine, dried (MgSO4) and evapora...